Dataset: the Open Reaction Database (ORD), a public repository of structured organic reaction records. Task: describe an organic reaction: reactants, conditions, products, and yield The reactants are C(C)OC(C(C(=O)C=1OC=CC1)F)=O ((RS)-2-fluoro-3-furan-2-yl-3-oxo-propionic acid ethyl ester), C(O)(O)=O.NC(=N)N (guanidine carbonate), Cl (hydrochloric acid). Solvent: O (water), C(C)O (ethanol). Reaction conditions: temperature 100 celsius. The product is NC1=NC(=C(C(N1)=O)F)C=1OC=CC1 (2-amino-5-fluoro-6-furan-2-yl-3H-pyrimidin-4-one). Isolated yield 71.8%. RXN SMILES: C([O:3][C:4](=O)[CH:5]([F:13])[C:6]([C:8]1[O:9][CH:10]=[CH:11][CH:12]=1)=O)C.C(=O)(O)O.[NH2:19][C:20]([NH2:22])=[NH:21].Cl>C(O)C.O>[NH2:21][C:20]1[NH:22][C:4](=[O:3])[C:5]([F:13])=[C:6]([C:8]2[O:9][CH:10]=[CH:11][CH:12]=2)[N:19]=1 |f:1.2|. Reported procedure: Following the method of Skulnick and Wierenga (Patent WO 86/04583), a mixture of 8.72 g (43.6 mmol) (RS)-2-fluoro-3-furan-2-yl-3-oxo-propionic acid ethyl ester and 8.89 g (49.3 mmol) guanidine carbonate in 30 ml ethanol was heated at 100° C. for 16 hours. The reaction mixture was then cooled to 0° C. and diluted with 100 ml water. 1M hydrochloric acid was added dropwise until the mixture was ca pH 3, whereupon the resulting crystals were collected by filtration and washed sequentially with water... Reactants: C(C(=O)Cl)(=O)Cl (oxalyl chloride), CC1=C(N=C(O1)C1=CC=C(C(=O)O)C=C1)CS(=O)(=O)C1=C(C=C(C=C1)C)C (4-(5-Methyl-4-{[(2,4-dimethylphenyl)sulfonyl]methyl}-1,3-oxazol-2-yl)benzoic Acid), N1=CC(=CC=C1)CN (3-pyridinylmethylamine). Yields the product CC1=C(N=C(O1)C1=CC=C(C(=O)NCC=2C=NC=CC2)C=C1)CS(=O)(=O)C1=C(C=C(C=C1)C)C (4-(5-Methyl-4-{[(2,4-dimethylphenyl)sulfonyl]methyl}-1,3-oxazol-2-yl)-N-(3-pyridinylmethyl)benzamide). Yield: 23.7%. Reaction SMILES: C(Cl)(=O)C(Cl)=O.[CH3:7][C:8]1[O:12][C:11]([C:13]2[CH:21]=[CH:20][C:16]([C:17]([OH:19])=O)=[CH:15][CH:14]=2)=[N:10][C:9]=1[CH2:22][S:23]([C:26]1[CH:31]=[CH:30][C:29]([CH3:32])=[CH:28][C:27]=1[CH3:33])(=[O:25])=[O:24].[N:34]1[CH:39]=[CH:38][CH:37]=[C:36]([CH2:40][NH2:41])[CH:35]=1>>[CH3:7][C:8]1[O:12][C:11]([C:13]2[CH:14]=[CH:15][C:16]([C:17]([NH:41][CH2:40][C:36]3[CH:35]=[N:34][CH:39]=[CH:38][CH:37]=3)=[O:19])=[CH:20][CH:21]=2)=[N:10][C:9]=1[CH2:22][S:23]([C:26]1[CH:31]=[CH:30][C:29]([CH3:32])=[CH:28][C:27]=1[CH3:33])(=[O:25])=[O:24]. Procedure: Reaction of oxalyl chloride (31 λL, 0.35 mmol) and benzoic acid 44 (92 mg, 0.24 mmol) with subsequent coupling to 3-pyridinylmethylamine (27 λL, 0.26 mmol) gave benzamide 45 (27 mg, 24%) as a clear gum: 1H NMR δ 9.22 (t, J=5.8 Hz, 1H, CONH), 8.57 (d, J=1.5 Hz, 1H, H-2′), 8.47 (dd, J=4.7, 1.5 Hz, 1H, H-6′), 8.00 (d, J=8.4 Hz, 2H, H-2, H-6), 7.88 (d, J=8.4 Hz, 2H, H-3, H-5), 7.74 (br d, J=7.8 Hz, 1H, H-4′), 7.57 (d, J=8.1 Hz, 1H, H-5″) 7.37 (dd, J=7.8, 4.7 Hz, 1H, H-5′), 7.27 (br s, 1H, H-3″), 7.1... The reactants are OCC(CO)CO (2-(hydroxymethyl)-1,3-propanediol), C1(CCCCC1)=O (cyclohexanone). Product: O1CC(COC12CCCCC2)CO (1,5-dioxaspiro[5.5]undec-3-ylmethanol). Isolated yield 65.0%. RXN SMILES: [OH:1][CH2:2][CH:3]([CH2:6][OH:7])[CH2:4][OH:5].[C:8]1(=O)[CH2:13][CH2:12][CH2:11][CH2:10][CH2:9]1>>[O:1]1[C:8]2([CH2:13][CH2:12][CH2:11][CH2:10][CH2:9]2)[O:5][CH2:4][CH:3]([CH2:6][OH:7])[CH2:2]1. Reported procedure: The same procedure as in the step (1a) of Example 1 was repeated using 2-(hydroxymethyl)-1,3-propanediol and cyclohexanone to obtain the title compound (2.26 g, yield: 65%) as a light yellow oil. Starting materials: CN(C)C=O, Cl, N#CC(CCC(F)(F)C(F)(F)F)S(=O)(=O)CCC(F)(F)C(F)(F)C(F)(F)F, [H-], CI, [Na+]. Yields the product CC(C#N)(CCC(F)(F)C(F)(F)F)S(=O)(=O)CCC(F)(F)C(F)(F)C(F)(F)F. Reaction SMILES: [CH3:33][N:34]([CH3:35])[CH:36]=[O:37].[ClH:32].[F:3][C:4]([CH2:5][CH2:6][CH:7]([C:8]#[N:9])[S:10](=[O:11])(=[O:12])[CH2:13][CH2:14][C:15]([C:16]([C:17]([F:18])([F:19])[F:20])([F:21])[F:22])([F:23])[F:24])([C:25]([F:26])([F:27])[F:28])[F:29].[H-:30].[I:1][CH3:2].[Na+:31]>>[CH3:2][C:7]([CH2:6][CH2:5][C:4]([F:3])([C:25]([F:26])([F:27])[F:28])[F:29])([C:8]#[N:9])[S:10](=[O:11])(=[O:12])[CH2:13][CH2:14][C:15]([C:16]([C:17]([F:18])([F:19])[F:20])([F:21])[F:22])([F:23])[F:24].